From a dataset of the Open Reaction Database (ORD), a public repository of structured organic reaction records. describe an organic reaction: reactants, conditions, products, and yield Reactants: Cn1cc2c(C=CC#N)c(Br)ccc2n1, CS(C)=O, CCOC(C)=O, C[S+](C)(C)=O, [H-], [I-], [Na+]. The product is Cn1cc2c(C3CC3C#N)c(Br)ccc2n1. As a reaction SMILES: [Br:9][c:10]1[c:11]([CH:20]=[CH:21][C:22]#[N:23])[c:12]2[cH:13][n:14]([CH3:19])[n:15][c:16]2[cH:17][cH:18]1.[CH3:24][S:25](=[O:26])[CH3:27].[CH3:28][CH2:29][O:30][C:31](=[O:32])[CH3:33].[CH3:4][S+:5]([CH3:6])([CH3:7])=[O:8].[H-:1].[I-:3].[Na+:2]>>[CH2:4]1[CH:20]([c:11]2[c:10]([Br:9])[cH:18][cH:17][c:16]3[c:12]2[cH:13][n:14]([CH3:19])[n:15]3)[CH:21]1[C:22]#[N:23]. Reactants: CO, O=C1c2ccccc2C(=O)N1Cc1cc(Cl)c(Cl)s1, NN, C1CCOC1, O. Product: NCc1cc(Cl)c(Cl)s1. As a reaction SMILES: [CH3:23][OH:24].[Cl:1][c:2]1[cH:3][c:4]([CH2:8][N:9]2[C:10](=[O:11])[c:12]3[c:13]([cH:14][cH:15][cH:16][cH:17]3)[C:18]2=[O:19])[s:5][c:6]1[Cl:7].[NH2:21][NH2:22].[O:25]1[CH2:26][CH2:27][CH2:28][CH2:29]1.[OH2:20]>>[Cl:1][c:2]1[cH:3][c:4]([CH2:8][NH2:9])[s:5][c:6]1[Cl:7]. Reactants: OC1=CC=C(CO)C=C1 (4-hydroxybenzyl alcohol), N1C=NC=C1 (imidazole). The product is N1(C=NC=C1)CC1=CC=C(C=C1)O (4-[(1-imidazolyl)methyl]phenol). Reaction SMILES: [OH:1][C:2]1[CH:9]=[CH:8][C:5]([CH2:6]O)=[CH:4][CH:3]=1.[NH:10]1[CH:14]=[CH:13][N:12]=[CH:11]1>>[N:10]1([CH2:6][C:5]2[CH:8]=[CH:9][C:2]([OH:1])=[CH:3][CH:4]=2)[CH:14]=[CH:13][N:12]=[CH:11]1. Procedure: In a manner analogous to that described in the second paragraph of Example 13, from 4-hydroxybenzyl alcohol and imidazole, 4-[(1-imidazolyl)methyl]phenol was obtained. Starting materials: [OH-].[Na+] (sodium hydroxide), C(C)OC(CCC1=CC=2N=C(N=C(C2S1)N1CCOCC1)Cl)=O (3-(2-chloro-4-morpholin-4-yl-thieno[3,2-d]pyrimidin-6-yl)propionic acid ethyl ester), Cl (hydrochloric acid). Solvent: CO (methanol). Run at time 1 hour. Product: ClC=1N=C(C2=C(N1)C=C(S2)CCC(=O)O)N2CCOCC2 (3-(2-chloro-4-morpholin-4-yl-thieno[3,2-d]pyrimidin-6-yl)-propionic acid). Isolated yield 66.4%. As a reaction SMILES: C([O:3][C:4](=[O:23])[CH2:5][CH2:6][C:7]1[S:15][C:14]2[C:13]([N:16]3[CH2:21][CH2:20][O:19][CH2:18][CH2:17]3)=[N:12][C:11]([Cl:22])=[N:10][C:9]=2[CH:8]=1)C.[OH-].[Na+].Cl>CO>[Cl:22][C:11]1[N:12]=[C:13]([N:16]2[CH2:21][CH2:20][O:19][CH2:18][CH2:17]2)[C:14]2[S:15][C:7]([CH2:6][CH2:5][C:4]([OH:23])=[O:3])=[CH:8][C:9]=2[N:10]=1 |f:1.2|. Procedure details: To a mixture of 3-(2-chloro-4-morpholin-4-yl-thieno[3,2-d]pyrimidin-6-yl)propionic acid ethyl ester (1 g) in methanol (30 mL) was added 1 N aqueous sodium hydroxide solution (10 mL). The reaction mixture was stirred at room temperature for 1 h and then acidified to pH 6 using 2 M aqueous hydrochloric acid. The product was then filtered and washed with water to give 3-(2-chloro-4-morpholin-4-yl-thieno[3,2-d]pyrimidin-6-yl)-propionic acid as a greenish-yellow solid (612 mg). Starting materials: C1(=CC=C(C=C1)S(=O)(=O)O)C (p-Toluenesulfonic acid), OCC(=O)CO (1,3-dihydroxyacetone). Solvent: COC(C)(C)OC (2,2-dimethoxypropane). Product: CC1(OCC(CO1)=O)C (2,2-dimethyl-1,3-dioxan-5-one). As a reaction SMILES: [C:1]1([CH3:11])[CH:6]=CC(S(O)(=O)=O)=CC=1.[OH:12][CH2:13][C:14]([CH2:16][OH:17])=[O:15]>COC(OC)(C)C>[CH3:11][C:1]1([CH3:6])[O:17][CH2:16][C:14](=[O:15])[CH2:13][O:12]1. Reported procedure: p-Toluenesulfonic acid (0.18 g) was added to a solution of 1,3-dihydroxyacetone (2.75 g, 30.5 mmol) in 2,2-dimethoxypropane (25 ml). The reaction was heated to reflux for 1.5 hs. The reaction was allowed to cool to room temperature and was concentrated to give the 2,2-dimethyl-1,3-dioxan-5-one as a crude oil. The reactants are BrCc1ccccc1, O=C([O-])[O-], [K+], [K+], CN(C)C=O, O, O=Cc1ccc(O)c(C(F)(F)F)c1. Product: O=Cc1ccc(OCc2ccccc2)c(C(F)(F)F)c1. RXN SMILES: [Br:14][CH2:15][c:16]1[cH:17][cH:18][cH:19][cH:20][cH:21]1.[C:22](=[O:23])([O-:24])[O-:25].[K+:26].[K+:27].[O:29]=[CH:30][N:31]([CH3:32])[CH3:33].[OH2:28].[OH:1][c:2]1[c:3]([C:10]([F:11])([F:12])[F:13])[cH:4][c:5]([CH:6]=[O:7])[cH:8][cH:9]1>>[O:1]([c:2]1[c:3]([C:10]([F:11])([F:12])[F:13])[cH:4][c:5]([CH:6]=[O:7])[cH:8][cH:9]1)[CH2:15][c:16]1[cH:17][cH:18][cH:19][cH:20][cH:21]1. Starting materials: [Al], O=C1CCC(=O)N1Br, ClC(Cl)(Cl)Cl, COC(=O)c1cnn(C(C)(C)C)c1C. Product: COC(=O)c1cnn(C(C)(C)C)c1CBr. As a reaction SMILES: [Al:23].[Br:15][N:16]1[C:17](=[O:18])[CH2:19][CH2:20][C:21]1=[O:22].[C:24]([Cl:25])([Cl:26])([Cl:27])[Cl:28].[CH3:1][O:2][C:3](=[O:4])[c:5]1[cH:6][n:7][n:8]([C:11]([CH3:12])([CH3:13])[CH3:14])[c:9]1[CH3:10]>>[CH3:1][O:2][C:3](=[O:4])[c:5]1[cH:6][n:7][n:8]([C:11]([CH3:12])([CH3:13])[CH3:14])[c:9]1[CH2:10][Br:15].